This data is from the Open Reaction Database (ORD), a public repository of structured organic reaction records. The task is: describe an organic reaction: reactants, conditions, products, and yield Starting materials: O=C([O-])[O-], CCOC(C)=O, CCc1cc(O)ccc1Cl, O=[N+]([O-])c1ccc(F)cc1, [K+], [K+], CN(C)C=O. Product: CCc1cc(Oc2ccc([N+](=O)[O-])cc2)ccc1Cl. RXN SMILES: [C:11](=[O:12])([O-:13])[O-:14].[CH3:27][CH2:28][O:29][C:30]([CH3:31])=[O:32].[Cl:17][c:18]1[c:19]([CH2:25][CH3:26])[cH:20][c:21]([OH:24])[cH:22][cH:23]1.[F:1][c:2]1[cH:3][cH:4][c:5]([N+:8](=[O:9])[O-:10])[cH:6][cH:7]1.[K+:15].[K+:16].[O:33]=[CH:34][N:35]([CH3:36])[CH3:37]>>[c:2]1([O:24][c:21]2[cH:20][c:19]([CH2:25][CH3:26])[c:18]([Cl:17])[cH:23][cH:22]2)[cH:3][cH:4][c:5]([N+:8](=[O:9])[O-:10])[cH:6][cH:7]1. The reactants are [N+](=O)([O-])C1=C(C=C(C(=O)O)C=C1)C (4-Nitro-3-methyl-benzoic acid), C(C(=O)Cl)(=O)Cl (Oxalylchloride), NC=1SC=CN1 (2-aminothiazole), N1=CC=CC=C1 (pyridine). Run in ClCCCl (1,2-dichloroethane), CN(C=O)C (dimethylformamide), ClCCCl (1,2-dichloroethane). Conditions: time 1 hour. The product is [N+](=O)([O-])C1=C(C=C(C(=O)NC=2SC=CN2)C=C1)C (4-nitro-3-methyl-N-thiazol-2-yl-benzamide). Isolated yield 76.0%. As a reaction SMILES: [N+:1]([C:4]1[CH:12]=[CH:11][C:7]([C:8]([OH:10])=O)=[CH:6][C:5]=1[CH3:13])([O-:3])=[O:2].C(Cl)(=O)C(Cl)=O.[NH2:20][C:21]1[S:22][CH:23]=[CH:24][N:25]=1.N1C=CC=CC=1>ClCCCl.CN(C)C=O>[N+:1]([C:4]1[CH:12]=[CH:11][C:7]([C:8]([NH:20][C:21]2[S:22][CH:23]=[CH:24][N:25]=2)=[O:10])=[CH:6][C:5]=1[CH3:13])([O-:3])=[O:2]. Procedure details: 4-Nitro-3-methyl-benzoic acid (83 mmol) was suspended in 1,2-dichloroethane (500 mL) and dimethylformamide (DMF) (5 mL) under an argon atmosphere. Oxalylchloride (2M in dichloromethane, 62.3 mL) was added slowly to the stirred suspension. After stirring at room temperature for 1 h, the solvent was removed by evaporation under reduced pressure, and the reaction mixture was re-dissolved in 1,2-dichloroethane (400 mL). A suspension of 2-aminothiazole (83 mmol) and pyridine (83 mmol) in 1,2-dichloro... The reactants are COC(CC1=C(NC2=CC=C(C=C12)CC)C(=O)C1=NC=CC(=C1)C)=O (Methyl[5-ethyl-2-(4-methylpyridine-2-carbonyl)-1H-indol-3-yl]acetate), BrCC(=O)C1=NC=CC(=C1)CC (2-bromoacetyl-4-ethylpyridine). Yields the product COC(CC1=C(NC2=CC=C(C=C12)CC)C(=O)C1=NC=CC(=C1)CC)=O (Methyl[5-ethyl-2-(4-ethylpyridine-2-carbonyl)-1H-indol-3-yl]acetate). Reaction SMILES: [CH3:1][O:2][C:3](=[O:25])[CH2:4][C:5]1[C:13]2[C:8](=[CH:9][CH:10]=[C:11]([CH2:14][CH3:15])[CH:12]=2)[NH:7][C:6]=1[C:16]([C:18]1[CH:23]=[C:22]([CH3:24])[CH:21]=[CH:20][N:19]=1)=[O:17].Br[CH2:27]C(C1C=C(CC)C=CN=1)=O>>[CH3:1][O:2][C:3](=[O:25])[CH2:4][C:5]1[C:13]2[C:8](=[CH:9][CH:10]=[C:11]([CH2:14][CH3:15])[CH:12]=2)[NH:7][C:6]=1[C:16]([C:18]1[CH:23]=[C:22]([CH2:24][CH3:27])[CH:21]=[CH:20][N:19]=1)=[O:17]. Reported procedure: The title compound was prepared according to the procedure described in Example 57 from methyl trans-5-ethyl-2-(phenylsulfonylamino)cinnamate (Example 133, step 2) and 2-bromoacetyl-4-ethylpyridine (Preparation is described in Example 57). Reactants: Cl (hydrogen chloride), BrC1=CC(=C(C=C1)[N+](=O)[O-])S(=O)C (4-bromo-2-(methylsulfinyl)-1-nitrobenzene), N1(CCNCC1)C(=O)OC(C)(C)C (tert-butyl piperazine-1-carboxylate), C([O-])([O-])=O.[K+].[K+] (potassium carbonate). Reagents/catalysts: [Br-].C(CCC)[N+](CCCC)(CCCC)CCCC (tetrabutylammonium bromide). Solvent: O (water), CS(=O)C (DMSO). Reaction conditions: temperature 120 celsius. Yields the product CS(=O)C=1C=C(C=CC1[N+](=O)[O-])N1CCN(CC1)C(=O)OC(C)(C)C (tert-butyl 4-(3-(methylsulfinyl)-4-nitrophenyl)piperazine-1-carboxylate). As a reaction SMILES: Br[C:2]1[CH:7]=[CH:6][C:5]([N+:8]([O-:10])=[O:9])=[C:4]([S:11]([CH3:13])=[O:12])[CH:3]=1.[N:14]1([C:20]([O:22][C:23]([CH3:26])([CH3:25])[CH3:24])=[O:21])[CH2:19][CH2:18][NH:17][CH2:16][CH2:15]1.C(=O)([O-])[O-].[K+].[K+].Cl>[Br-].C([N+](CCCC)(CCCC)CCCC)CCC.CS(C)=O.O>[CH3:13][S:11]([C:4]1[CH:3]=[C:2]([N:17]2[CH2:16][CH2:15][N:14]([C:20]([O:22][C:23]([CH3:26])([CH3:25])[CH3:24])=[O:21])[CH2:19][CH2:18]2)[CH:7]=[CH:6][C:5]=1[N+:8]([O-:10])=[O:9])=[O:12] |f:2.3.4,6.7|. Reported procedure: A mixture of the product of Example 14B (45 mg, 0.17 mmol), tert-butyl piperazine-1-carboxylate (38 mg, 0.2 mmol), tetrabutylammonium bromide (6 mg, 0.02 mmol) and potassium carbonate (35 mg, 0.26 mmol) in dry DMSO (5 mL) was heated under nitrogen at 120° C. for 3 hours. The mixture was added to water (20 mL) and aqueous hydrogen chloride solution (20 mL) and washed with ethyl acetate. The aqueous phase was basified with 2.5N sodium hydroxide solution and extracted with ethyl acetate (3×20 mL). ... Conditions: time 5 minute. Reactants: S(=O)(Cl)Cl (thionyl chloride), FC=1C=C(C=CC1)[C@@H]1N(CCC1)C1=NC=2N(C=C1)N=CC2C(=O)O ((R)-5-(2-(3-fluorophenyl)pyrrolidin-1-yl)pyrazolo[1,5-a]pyrimidine-3-carboxylic acid), CN(C)C1=NC=CC=C1 (dimethylaminopyridine). Procedure details: To a suspension of (R)-5-(2-(3-fluorophenyl)pyrrolidin-1-yl)pyrazolo[1,5-a]pyrimidine-3-carboxylic acid (Preparation E, 50.0 mg, 0.153 mmol) in CCl4 (1.0 mL) was added thionyl chloride (182 mg, 1.53 mmol) and the mixture was heated at reflux for 4 hours (homogeneous after 5 minutes). The mixture was cooled to ambient temperature and was concentrated to give a brittle foam. The foam was dissolved in dry THF (2 mL) and dimethylaminopyridine (DMAP) (3.74 mg, 0.031 mmol) was added. Anhydrous ammonia... Yields the product FC=1C=C(C=CC1)[C@@H]1N(CCC1)C1=NC=2N(C=C1)N=CC2C(=O)N ((R)-5-(2-(3-fluorophenyl)pyrrolidin-1-yl)pyrazolo[1,5-a]pyrimidine-3-carboxamide). Solvent: C1CCOC1 (THF), C(Cl)(Cl)(Cl)Cl (CCl4). Yield: 376.8%. As a reaction SMILES: [F:1][C:2]1[CH:3]=[C:4]([C@H:8]2[CH2:12][CH2:11][CH2:10][N:9]2[C:13]2[CH:18]=[CH:17][N:16]3[N:19]=[CH:20][C:21]([C:22](O)=[O:23])=[C:15]3[N:14]=2)[CH:5]=[CH:6][CH:7]=1.S(Cl)(Cl)=O.C[N:30](C1C=CC=CN=1)C>C(Cl)(Cl)(Cl)Cl.C1COCC1>[F:1][C:2]1[CH:3]=[C:4]([C@H:8]2[CH2:12][CH2:11][CH2:10][N:9]2[C:13]2[CH:18]=[CH:17][N:16]3[N:19]=[CH:20][C:21]([C:22]([NH2:30])=[O:23])=[C:15]3[N:14]=2)[CH:5]=[CH:6][CH:7]=1. Reaction SMILES: [H-].[Na+].[Br:3][C:4]1[CH:5]=[C:6]([CH:33]=[C:34]([Br:36])[CH:35]=1)[CH2:7][O:8][C@H:9]1[C@H:18]([N:19]2[CH2:24][CH2:23][CH:22]([NH:25][C:26](=[O:32])[O:27][C:28]([CH3:31])([CH3:30])[CH3:29])[CH2:21][CH2:20]2)[C:17]2[C:12](=[CH:13][CH:14]=[CH:15][CH:16]=2)[O:11][CH2:10]1.[CH3:37]I>O1CCCC1.O>[Br:3][C:4]1[CH:5]=[C:6]([CH:33]=[C:34]([Br:36])[CH:35]=1)[CH2:7][O:8][C@H:9]1[C@H:18]([N:19]2[CH2:20][CH2:21][CH:22]([N:25]([CH3:37])[C:26](=[O:32])[O:27][C:28]([CH3:29])([CH3:30])[CH3:31])[CH2:23][CH2:24]2)[C:17]2[C:12](=[CH:13][CH:14]=[CH:15][CH:16]=2)[O:11][CH2:10]1 |f:0.1|. Run in O1CCCC1 (tetrahydrofuran), O (water). Reaction conditions: temperature 0 celsius, time 15 minute. Reactants: [H-].[Na+] (sodium hydride), BrC=1C=C(CO[C@@H]2COC3=CC=CC=C3[C@H]2N2CCC(CC2)NC(OC(C)(C)C)=O)C=C(C1)Br (tert-Butyl trans-1-{3-[(3,5-dibromobenzyl)oxy]-3,4-dihydro-2H-chromen-4-yl}-4-piperidylcarbamate), CI (methyl iodide). Procedure details: 0.2 g of sodium hydride (60% in oil) is added to 1 g of the compound obtained in Step B of Example 9 and 0.42 ml of methyl iodide in 10 ml of tetrahydrofuran, maintaining the temperature of the reaction mixture at 0° C. After 15 minutes at that temperature, the mixture is stirred for 48 hours at ambient temperature, diluted with water and extracted with ethyl acetate. After conventional treatment, the expected product is isolated. The product is BrC=1C=C(CO[C@@H]2COC3=CC=CC=C3[C@H]2N2CCC(CC2)N(C(OC(C)(C)C)=O)C)C=C(C1)Br (tert-Butyl trans-1-{3-[(3,5-dibromobenzyl)oxy]-3,4-dihydro-2H-chromen-4-yl}-N-methyl-4-piperidylcarbamate). The reactants are [C-]#N.[Na+] (sodium cyanide), C([O-])([O-])=O.[NH4+].[NH4+] (ammonium carbonate), C(C)(C)C1=CNC2=CC=C(C=C12)OC1=C(C=C(C=O)C=C1C(F)(F)F)C(F)(F)F (4-(3-Isopropyl-1H-indol-5-yloxy)-3,5-bis-trifluoromethyl-benzaldehyde), C(C)O (ethanol). Solvent: O (water). Run at temperature 60 celsius, time 24 hour. Product: C(C)(C)C1=CNC2=CC=C(C=C12)OC1=C(C=C(C=C1C(F)(F)F)C1C(NC(N1)=O)=O)C(F)(F)F (5-{4-[(3-Isopropyl-1H-indol-5-yl)oxy]-3,5-bis-trifluoromethylphenyl}-imidazolidin-2,4-dione). RXN SMILES: [CH:1]([C:4]1[C:12]2[C:7](=[CH:8][CH:9]=[C:10]([O:13][C:14]3[C:21]([C:22]([F:25])([F:24])[F:23])=[CH:20][C:17](C=O)=[CH:16][C:15]=3[C:26]([F:29])([F:28])[F:27])[CH:11]=2)[NH:6][CH:5]=1)([CH3:3])[CH3:2].[C-:30]#[N:31].[Na+].[C:33](=[O:36])([O-])[O-].[NH4+:37].[NH4+].[CH2:39]([OH:41])C>O>[CH:1]([C:4]1[C:12]2[C:7](=[CH:8][CH:9]=[C:10]([O:13][C:14]3[C:21]([C:22]([F:24])([F:23])[F:25])=[CH:20][C:17]([CH:30]4[NH:31][C:39](=[O:41])[NH:37][C:33]4=[O:36])=[CH:16][C:15]=3[C:26]([F:27])([F:28])[F:29])[CH:11]=2)[NH:6][CH:5]=1)([CH3:3])[CH3:2] |f:1.2,3.4.5|. Reported procedure: 3.0 g (7.22 mmol) of aldehyde from Example V dissolved in 30 ml of ethanol are added to a solution of 0.581 g (14.4 mmol) of sodium cyanide and 3.63 g (36.1 mmol) of ammonium carbonate in 30 ml of water and the mixture is stirred for 24 hours at 60° C. Ethanol is then distilled off from the reaction solution, it is diluted with water, acidified to pH 2 with 1N hydrochloric acid with ice-cooling and extracted twice with ethyl acetate. After drying and distilling off the solvent, the crude product... The reactants are COCCS, Cc1c(C(=O)O)ccc(C(F)(F)F)c1F, [H-], [Na+], CN(C)C=O. Product: COCCSc1c(C(F)(F)F)ccc(C(=O)O)c1C. As a reaction SMILES: [CH3:18][O:19][CH2:20][CH2:21][SH:22].[F:1][c:2]1[c:3]([CH3:15])[c:4]([C:5](=[O:6])[OH:7])[cH:8][cH:9][c:10]1[C:11]([F:12])([F:13])[F:14].[H-:17].[Na+:16].[O:23]=[CH:24][N:25]([CH3:26])[CH3:27]>>[c:2]1([S:22][CH2:21][CH2:20][O:19][CH3:18])[c:3]([CH3:15])[c:4]([C:5](=[O:6])[OH:7])[cH:8][cH:9][c:10]1[C:11]([F:12])([F:13])[F:14].